Dataset: the Open Reaction Database (ORD), a public repository of structured organic reaction records. Task: describe an organic reaction: reactants, conditions, products, and yield Starting materials: CC(C)C(CC)O (2-Methyl-pentan-3-ol), C(\C=C\C)(=O)O (crotonic acid), 2-L. The reagents and catalysts are C1(=CC=C(C=C1)S(=O)(=O)O)C (para-toluenesulfonic acid). Run in C1(=CC=CC=C1)C (toluene). Yields the product C(C)C(C(C)C)OC(C=CC)=O (but-2-enoic acid 1-ethyl-2-methyl-propyl ester). Isolated yield 79.4%. As a reaction SMILES: [CH3:1][CH:2]([CH:4]([OH:7])[CH2:5][CH3:6])[CH3:3].[C:8](O)(=[O:12])/[CH:9]=[CH:10]/[CH3:11]>C1(C)C=CC(S(O)(=O)=O)=CC=1.C1(C)C=CC=CC=1>[CH2:5]([CH:4]([O:7][C:8](=[O:12])[CH:9]=[CH:10][CH3:11])[CH:2]([CH3:3])[CH3:1])[CH3:6]. Procedure: A reaction flask was charged with ethylmagnesium chloride (CH3CH2MgCl) (2 M, 2.17 L) and cooled to −10° C. Isobutyraldehyde ((CH3)2CHCHO) (295 g) was fed over about 1 hour while the temperature was kept under 15° C. The reaction mixture was aged to room temperature over about 6 hours and then poured into a mixture of ice and acetic acid (CH3COOH) (293 g). Hexanes (C6H14) (350 mL) were added and aqueous and organic layers were split. The organic layer was separated, washed sequentially with sodiu... The reactants are [Al+3], [H-], [H-], [H-], [H-], [Li+], [Na+], C1CCOC1, [OH-], O=C(O)c1cccc2nc(-c3ccncc3)oc12. Product: OCc1cccc2nc(-c3ccncc3)oc12. Reaction SMILES: [Al+3:2].[H-:1].[H-:4].[H-:5].[H-:6].[Li+:3].[Na+:26].[O:27]1[CH2:28][CH2:29][CH2:30][CH2:31]1.[OH-:25].[n:7]1[cH:8][cH:9][c:10](-[c:13]2[o:14][c:15]3[c:16]([n:17]2)[cH:18][cH:19][cH:20][c:21]3[C:22](=[O:23])[OH:24])[cH:11][cH:12]1>>[n:7]1[cH:8][cH:9][c:10](-[c:13]2[o:14][c:15]3[c:16]([n:17]2)[cH:18][cH:19][cH:20][c:21]3[CH2:22][OH:23])[cH:11][cH:12]1. Reactants: C(C1=CC=CC=C1)(=O)N (Benzamide), NCCCN (1,3-diaminopropane). Run at temperature 150 celsius. Yields the product NCCCNC(C1=CC=CC=C1)=O (N-(3-aminopropyl)benzamide). The yield is 33.4%. As a reaction SMILES: [C:1]([NH2:9])(=[O:8])[C:2]1[CH:7]=[CH:6][CH:5]=[CH:4][CH:3]=1.[NH2:10][CH2:11][CH2:12][CH2:13]N>>[NH2:10][CH2:11][CH2:12][CH2:13][NH:9][C:1](=[O:8])[C:2]1[CH:7]=[CH:6][CH:5]=[CH:4][CH:3]=1. Procedure details: Benzamide (25 g, 0.20 mol) and 1,3-diaminopropane (45.9 g, 0.60 mol) were combined in a Parr vessel and heated to 150° C. for 15 hours. The vessel was cooled and the reaction mixture was concentrated under vacuum to remove excess diamine. The residue was dissolved in water (500 mL) and concentrated hydrochloric acid was added to adjust the pH to <1. The resulting precipitate (starting benzamide and diacylated product) was removed by filtration. The filtrate was washed with dichloromethane. The a... The reactants are COC1=CC=C(CN(C2=NC=C(C=N2)C=2C3=C(N=C(N2)N2CCOCC2)NCC3)CC3=CC=C(C=C3)OC)C=C1 (bis-(4-methoxy-benzyl)-[5-(2-morpholin-4-yl-6,7-dihydro-5H-pyrrolo[2,3-d]pyrimidin-4-yl)-pyrimidin-2-yl]-amine), BrC=1C=C(C=CC1)CCC(=O)N1CCN(CC1)CCO (3-(3-bromo-phenyl)-1-[4-(2-hydroxy-ethyl)-piperazin-1-yl]-propan-1-one). The product is COC1=CC=C(CN(C2=NC=C(C=N2)C=2C3=C(N=C(N2)N2CCOCC2)N(CC3)C=3C=C(C=CC3)CCC(=O)N3CCN(CC3)CCO)CC3=CC=C(C=C3)OC)C=C1 (3-[3-(4-{2-[bis-(4-methoxy-benzyl)-amino]-pyrimidin-5-yl}-2-morpholin-4-yl-5,6-dihydro-pyrrolo[2,3-d]pyrimidin-7-yl)-phenyl]-1-[4-(2-hydroxy-ethyl)-piperazin-1-yl]-propan-1-one). Reaction SMILES: [CH3:1][O:2][C:3]1[CH:40]=[CH:39][C:6]([CH2:7][N:8]([CH2:30][C:31]2[CH:36]=[CH:35][C:34]([O:37][CH3:38])=[CH:33][CH:32]=2)[C:9]2[N:14]=[CH:13][C:12]([C:15]3[C:16]4[CH2:29][CH2:28][NH:27][C:17]=4[N:18]=[C:19]([N:21]4[CH2:26][CH2:25][O:24][CH2:23][CH2:22]4)[N:20]=3)=[CH:11][N:10]=2)=[CH:5][CH:4]=1.Br[C:42]1[CH:43]=[C:44]([CH2:48][CH2:49][C:50]([N:52]2[CH2:57][CH2:56][N:55]([CH2:58][CH2:59][OH:60])[CH2:54][CH2:53]2)=[O:51])[CH:45]=[CH:46][CH:47]=1>>[CH3:38][O:37][C:34]1[CH:33]=[CH:32][C:31]([CH2:30][N:8]([CH2:7][C:6]2[CH:5]=[CH:4][C:3]([O:2][CH3:1])=[CH:40][CH:39]=2)[C:9]2[N:10]=[CH:11][C:12]([C:15]3[C:16]4[CH2:29][CH2:28][N:27]([C:42]5[CH:43]=[C:44]([CH2:48][CH2:49][C:50]([N:52]6[CH2:53][CH2:54][N:55]([CH2:58][CH2:59][OH:60])[CH2:56][CH2:57]6)=[O:51])[CH:45]=[CH:46][CH:47]=5)[C:17]=4[N:18]=[C:19]([N:21]4[CH2:26][CH2:25][O:24][CH2:23][CH2:22]4)[N:20]=3)=[CH:13][N:14]=2)=[CH:36][CH:35]=1. Reported procedure: Using bis-(4-methoxy-benzyl)-[5-(2-morpholin-4-yl-6,7-dihydro-5H-pyrrolo[2,3-d]pyrimidin-4-yl)-pyrimidin-2-yl]-amine (200 mg) and 3-(3-bromo-phenyl)-1-[4-(2-hydroxy-ethyl)-piperazin-1-yl]-propan-1-one (180 mg) instead of 4-chloropicolinic acid t-butylamide, in the same manner as Example 1-D-07, a crude product of 3-[3-(4-{2-[bis-(4-methoxy-benzyl)-amino]-pyrimidin-5-yl}-2-morpholin-4-yl-5,6-dihydro-pyrrolo[2,3-d]pyrimidin-7-yl)-phenyl]-1-[4-(2-hydroxy-ethyl)-piperazin-1-yl]-propan-1-one was obta... Starting materials: CC1=CC(=NC=C1)Br (4-Methyl-2-bromopyridine), C(C)(C)(C)OC(N(C)C)N(C)C (t-butoxybis(dimethylamino)methane). The product is CC1=CC(=NC=C1)Br (4-Methyl-2-bromopyridine), BrC1=NC=CC(=C1)/C=C/N(C)C ((E)-2-(2-bromo-4-pyridinyl)-N,N-dimethylethenamine). RXN SMILES: [CH3:1][C:2]1[CH:7]=[CH:6][N:5]=[C:4]([Br:8])[CH:3]=1.C(O[CH:14](N(C)C)[N:15]([CH3:17])[CH3:16])(C)(C)C>>[CH3:1][C:2]1[CH:7]=[CH:6][N:5]=[C:4]([Br:8])[CH:3]=1.[Br:8][C:4]1[CH:3]=[C:2](/[CH:1]=[CH:14]/[N:15]([CH3:17])[CH3:16])[CH:7]=[CH:6][N:5]=1. Reported procedure: 4-Methyl-2-bromopyridine (1.0 g, 5.8 mmol) and t-butoxybis(dimethylamino)methane (5 ml) were heated to 150° C. for 16 hours. 4-Methyl-2-bromopyridine was prepared as set forth in B. Adger et al., J. Chem. Soc., Perkin Trans. 1, pp. 2791-2796 (1988), which is incorporated herein by reference. The contents were evaporated and the residue dissolved in ethyl acetate and washed with water. The organic layer was dried over magnesium sulfate and solvent removed in vacuo to give 1.0 g of (E)-2-(2-bromo-... Reactants: CC1=C(SC=C1)\C=C/1\C(C(C(C1)=O)C1=C(C=C(C=C1C)C)C)=O (4-[1-(3-methylthiophen-2-yl)-meth-(E)-ylidene]-2-(2,4,6-trimethylphenyl)cyclopentane-1,3-dione), [H][H] (hydrogen). The reagents and catalysts are [Pd] (palladium on charcoal). Solvent: CO (methanol). Product: CC1=C(SC=C1)CC1C(C(C(C1)=O)C1=C(C=C(C=C1C)C)C)=O (4-(3-methylthiophen-2-ylmethyl)-2-(2,4,6-trimethylphenyl)cyclopentane-1,3-dione). As a reaction SMILES: [CH3:1][C:2]1[CH:6]=[CH:5][S:4][C:3]=1/[CH:7]=[C:8]1/[C:9](=[O:23])[CH:10]([C:14]2[C:19]([CH3:20])=[CH:18][C:17]([CH3:21])=[CH:16][C:15]=2[CH3:22])[C:11](=[O:13])[CH2:12]/1.[H][H]>CO.[Pd]>[CH3:1][C:2]1[CH:6]=[CH:5][S:4][C:3]=1[CH2:7][CH:8]1[CH2:12][C:11](=[O:13])[CH:10]([C:14]2[C:15]([CH3:22])=[CH:16][C:17]([CH3:21])=[CH:18][C:19]=2[CH3:20])[C:9]1=[O:23]. Reported procedure: To a solution of 4-[1-(3-methylthiophen-2-yl)-meth-(E)-ylidene]-2-(2,4,6-trimethylphenyl)cyclopentane-1,3-dione (100 mg, 0.31 mmol) in methanol (10 ml) is hydrogenated in a H-Cube using 10% palladium on charcoal at 40° C. and 10 bar hydrogen pressure with a flow rate of 0.5 ml/min. The eluate collected is concentrated under vacuum to give a residue which is purified by silica gel column chromatography to give 4-(3-methylthiophen-2-ylmethyl)-2-(2,4,6-trimethylphenyl)cyclopentane-1,3-dione. The reactants are C(C)OC(=O)C1=CC2=CC(=CC=C2C(=C1)OC(C)=O)C (4-Acetoxy-7-methyl-naphthalene-2-carboxylic acid ethyl ester), [OH-].[Na+] (NaOH), Cl (hydrochloric acid). The solvent is C(C)O.O (ethanol water). Conditions: time 5 hour. Yields the product OC1=CC(=CC2=CC(=CC=C12)C)C(=O)O (4-Hydroxy-7-methyl-naphthalene-2-carboxylic acid). RXN SMILES: C([O:3][C:4]([C:6]1[CH:15]=[C:14]([O:16]C(=O)C)[C:13]2[C:8](=[CH:9][C:10]([CH3:20])=[CH:11][CH:12]=2)[CH:7]=1)=[O:5])C.[OH-].[Na+].Cl>C(O)C.O>[OH:16][C:14]1[C:13]2[C:8](=[CH:9][C:10]([CH3:20])=[CH:11][CH:12]=2)[CH:7]=[C:6]([C:4]([OH:5])=[O:3])[CH:15]=1 |f:1.2,4.5|. Procedure: To a solution of 860 mg of 4-Acetoxy-7-methyl-naphthalene-2-carboxylic acid ethyl ester in 3 ml ethanol/water (9:1), 12.6 ml of a 1M NaOH was added and stirred for 5 h at RT. Then, the reaction mixture was acidified to pH 2 with diluted hydrochloric acid to precipitate the product. The product was then collected by filtration and dried under reduced pressure. Yield: 550 mg. Starting materials: P(=O)(Cl)(Cl)Cl (Phosphorous oxychloride), CN1C(N(C(C=2C1=CNC2C2=CC=CC=C2)=O)C)=O (1,3-dimethyl-5-phenyl-1H-pyrrolo[3,4-d]pyrimidine-2,4(3H,6H)-dione), CN(C)C=O (DMF). Run at temperature 0 celsius, time 15 minute. Yields the product CN1C(N(C(C=2C1=C(NC2C2=CC=CC=C2)C=O)=O)C)=O (1,3-Dimethyl-2,4-dioxo-5-phenyl-2,3,4,6-tetrahydro-1H-pyrrolo[3,4-d]pyrimidine-7-carbaldehyde). As a reaction SMILES: P(Cl)(Cl)(Cl)=O.[CH3:6][N:7]1[C:12]2=[CH:13][NH:14][C:15]([C:16]3[CH:21]=[CH:20][CH:19]=[CH:18][CH:17]=3)=[C:11]2[C:10](=[O:22])[N:9]([CH3:23])[C:8]1=[O:24].CN([CH:28]=[O:29])C>>[CH3:6][N:7]1[C:12]2=[C:13]([CH:28]=[O:29])[NH:14][C:15]([C:16]3[CH:21]=[CH:20][CH:19]=[CH:18][CH:17]=3)=[C:11]2[C:10](=[O:22])[N:9]([CH3:23])[C:8]1=[O:24]. Procedure details: Phosphorous oxychloride (1.081 mL, 11.60 mmol) was added slowly to a solution of 1,3-dimethyl-5-phenyl-1H-pyrrolo[3,4-d]pyrimidine-2,4(3H,6H)-dione (2.96 g, 11.60 mmol) in DMF (40 mL) at 0° C. The mixture was stirred at 0° C. for 15 mins. The reaction was quenched with 2M HCl(aq), diluted with EtOAc, and the mixture stirred overnight. The mixture was then extracted with EtOAc (3×) and the combined organic phases washed with brine, dried over sodium sulphate and evaporated under vacuum. The resid...